From a dataset of the Open Reaction Database (ORD), a public repository of structured organic reaction records. describe an organic reaction: reactants, conditions, products, and yield Reactants: S1C2=C(C=C1CC1NCCCC1)C=CC=C2 (2-benzo[b]thiophen-2-ylmethyl-piperidine), N1=CC=CC2=CC=CC(=C12)C(=O)O (8-quinoline carboxylic acid). Procedure: The title compound (4 mg) was prepared from 2-benzo[b]thiophen-2-ylmethyl-piperidine D83 (133 mg) and 8-quinoline carboxylic acid (109 mg) according to a procedure similar to that described for Example 4. Yields the product S1C2=C(C=C1CC1N(CCCC1)C(=O)C=1C=CC=C3C=CC=NC13)C=CC=C2 ((RS)-1-(2-Benzo[b]thiophen-2-ylmethyl-piperidin-1-yl)-1-quinolin-8-yl-methanone). Reaction SMILES: [S:1]1[C:5]([CH2:6][CH:7]2[CH2:12][CH2:11][CH2:10][CH2:9][NH:8]2)=[CH:4][C:3]2[CH:13]=[CH:14][CH:15]=[CH:16][C:2]1=2.[N:17]1[C:26]2[C:21](=[CH:22][CH:23]=[CH:24][C:25]=2[C:27](O)=[O:28])[CH:20]=[CH:19][CH:18]=1>>[S:1]1[C:5]([CH2:6][CH:7]2[CH2:12][CH2:11][CH2:10][CH2:9][N:8]2[C:27]([C:25]2[CH:24]=[CH:23][CH:22]=[C:21]3[C:26]=2[N:17]=[CH:18][CH:19]=[CH:20]3)=[O:28])=[CH:4][C:3]2[CH:13]=[CH:14][CH:15]=[CH:16][C:2]1=2. Yield: 1.8%. Starting materials: CC1=C(C(=CC(=C1)C)C)S(=O)(=O)[O-].N[N+]1=C(C=C(C=C1)Br)N (1,2-diamino-4-bromopyridinium 2,4,6-trimethylbenzenesulfonate), FC=1C=C(C(=O)Cl)C=CC1 (3-fluorobenzoyl chloride). Product: BrC1=CC=2N(C=C1)N=C(N2)C2=CC(=CC=C2)F (7-Bromo-2-(3-fluoro-phenyl)-[1,2,4]triazolo[1,5-a]pyridine). Yield: 70.9%. Reaction SMILES: CC1C=C(C)C=C(C)C=1S([O-])(=O)=O.[NH2:14][N+:15]1[CH:20]=[CH:19][C:18]([Br:21])=[CH:17][C:16]=1[NH2:22].[F:23][C:24]1[CH:25]=[C:26]([CH:30]=[CH:31][CH:32]=1)[C:27](Cl)=O>>[Br:21][C:18]1[CH:19]=[CH:20][N:15]2[N:14]=[C:27]([C:26]3[CH:30]=[CH:31][CH:32]=[C:24]([F:23])[CH:25]=3)[N:22]=[C:16]2[CH:17]=1 |f:0.1|. Procedure details: The product was prepared in the same manner as described in example 1b using 1,2-diamino-4-bromopyridinium 2,4,6-trimethylbenzenesulfonate (2 g, 5.15 mmol) and 3-fluorobenzoyl chloride (1.24 ml, 10.3 mmol) as starting materials. The reaction affords 7-Bromo-2-(3-fluoro-phenyl)-[1,2,4]triazolo[1,5-a]pyridine (1.067 g, 70.9%) as pink solid. mp.: 186-188° C., MS: m/z=291.9/293.9 (M+H+). The reactants are C=C1CC(=O)O1 (diketene), NCCN1CCOCC1 (N-(2-aminoethyl)morpholine). The solvent is C(C)OCC (diethyl ether), C(C)OCC (diethyl ether). Conditions: time 2 hour. Product: O1CCN(CC1)CCNC(CC(=O)C)=O (N-(2-morpholinoethyl)acetoacetamide). Isolated yield 72.0%. Reaction SMILES: [CH2:1]=[C:2]1[O:6][C:4](=[O:5])[CH2:3]1.[NH2:7][CH2:8][CH2:9][N:10]1[CH2:15][CH2:14][O:13][CH2:12][CH2:11]1>C(OCC)C>[O:13]1[CH2:14][CH2:15][N:10]([CH2:9][CH2:8][NH:7][C:4](=[O:5])[CH2:3][C:2]([CH3:1])=[O:6])[CH2:11][CH2:12]1. Procedure details: To a solution of diketene (23.0 ml) in diethyl ether (115 ml) was added dropwise a solution of N-(2-aminoethyl)morpholine (34.7 g) in diethyl ether (300 ml) at -40° C. After stirring for 2 hours at the same condition, the resulting precipitates were collected by filtration and dried in vacuo to give N-(2-morpholinoethyl)acetoacetamide (41.1 g, yield 72.0 %). Starting materials: BrC1=C(C(=C(C=C1)OC)[N+](=O)[O-])C (1-bromo-4-methoxy-2-methyl-3-nitrobenzene), COC(C)(N(C)C)OC (1,1-dimethoxy-N,N-dimethylethanamine), N1CCCC1 (pyrrolidine). The solvent is CN(C)C=O (DMF). Conditions: temperature 110 celsius. The product is BrC1=CC=C(C(=C1/C=C/N1CCCC1)[N+](=O)[O-])OC (1-[(E)-2-(6-bromo-3-methoxy-2-nitrophenyl)vinyl]pyrrolidine). RXN SMILES: [Br:1][C:2]1[CH:7]=[CH:6][C:5]([O:8][CH3:9])=[C:4]([N+:10]([O-:12])=[O:11])[C:3]=1[CH3:13].CO[C:16](OC)([N:18]([CH3:20])[CH3:19])[CH3:17].N1CCC[CH2:24]1>CN(C=O)C>[Br:1][C:2]1[C:3](/[CH:13]=[CH:19]/[N:18]2[CH2:20][CH2:24][CH2:17][CH2:16]2)=[C:4]([N+:10]([O-:12])=[O:11])[C:5]([O:8][CH3:9])=[CH:6][CH:7]=1. Reported procedure: To a solution of 1-bromo-4-methoxy-2-methyl-3-nitrobenzene (1.400 g, 5.68 mmol) and 1,1-dimethoxy-N,N-dimethylethanamine (0.884 mL, 6.657 mmol) in DMF (10.0 mL) was added pyrrolidine (0.555 mL, 6.656 mmol) and the mixture was heated to at 110° C. for 4 h. The DMF was removed and the residue was recrystallized from DCM:methanol (1:6) mixture to afford 1-[(E)-2-(6-bromo-3-methoxy-2-nitrophenyl)vinyl]pyrrolidine. The reactants are S(O)(O)(=O)=O (sulfuric acid), C=1C=CC2=C(C1)C(=O)C=CC2=O (naphthoquinone), S(O)(O)(=O)=O (sulfuric acid), C=1C=CC2=C(C1)C(=O)C=CC2=O (naphthoquinone), C(C=1C(C(=O)O)=CC=CC1)(=O)O (phthalic acid), C=1C=CC2=C(C1)C(=O)C=CC2=O (naphthoquinone). Reaction conditions: temperature 80 celsius. Yields the product C1=CC=CC2=CC=CC=C12 (naphthalene). As a reaction SMILES: S(=O)(=O)(O)O.[CH:6]1[CH:7]=[CH:8][C:9]2[C:16](=O)[CH:15]=[CH:14][C:12](=O)[C:10]=2[CH:11]=1.C(O)(=O)C1C(=CC=CC=1)C(O)=O>>[CH:11]1[C:10]2[C:9](=[CH:16][CH:15]=[CH:14][CH:12]=2)[CH:8]=[CH:7][CH:6]=1. Procedure details: As shown in FIG. 2; A curve, when sulfuric acid is present in the aqueous slurry of naphthoquinone and phthalic acid, and the aqueous slurry is heated at higher than 80° C., naphthoquinone is vigorously decomposed. Accordingly, is it clear that when sulfuric acid is present in the aqueous slurry of naphthoquinone in the step of collecting the reaction mixture gas formed by the catalytic vapor phase oxidation of a crude naphthalene with water, the step of dissolving phthalic acid and the step of ... The reactants are O=C([O-])O, CC[SiH](CC)CC, COC(=O)Cn1c(C)cc2cc(F)ccc21, ClCCCl, [Na+], O=C(O)C(F)(F)F, O=Cc1scnc1S(=O)(=O)c1ccccc1. The product is COC(=O)Cn1c(C)c(Cc2scnc2S(=O)(=O)c2ccccc2)c2cc(F)ccc21. RXN SMILES: [C:47](=[O:48])([O-:49])[OH:50].[CH2:33]([SiH:34]([CH2:35][CH3:36])[CH2:37][CH3:38])[CH3:39].[CH3:1][O:2][C:3]([CH2:4][n:5]1[c:6]([CH3:15])[cH:7][c:8]2[cH:9][c:10]([F:14])[cH:11][cH:12][c:13]12)=[O:16].[Cl:52][CH2:53][CH2:54][Cl:55].[Na+:51].[OH:40][C:41]([C:42]([F:43])([F:44])[F:45])=[O:46].[c:17]1([S:23](=[O:24])(=[O:25])[c:26]2[n:27][cH:28][s:29][c:30]2[CH:31]=[O:32])[cH:18][cH:19][cH:20][cH:21][cH:22]1>>[CH3:1][O:2][C:3]([CH2:4][n:5]1[c:6]([CH3:15])[c:7]([CH2:31][c:30]2[c:26]([S:23]([c:17]3[cH:18][cH:19][cH:20][cH:21][cH:22]3)(=[O:24])=[O:25])[n:27][cH:28][s:29]2)[c:8]2[cH:9][c:10]([F:14])[cH:11][cH:12][c:13]12)=[O:16]. The reactants are FC1=C(C=CC(=C1)N1C(C=CC=C1)=O)NC(=O)[C@H]1CC([C@H](C1)NC(=O)C=1SC(=CC1)Cl)=O (5-chloro-thiophene-2-carboxylic acid {(1S,4R)-4-[2-fluoro-4-(2-oxo-2H-pyridin-1-yl)-phenylcarbamoyl]-2-oxo-cyclopentyl}-amide), CN (methylamine). Yields the product FC1=C(C=CC(=C1)N1C(C=CC=C1)=O)NC(=O)C1CC([C@H](C1)NC(=O)C=1SC(=CC1)Cl)NC (5-chloro-thiophene-2-carboxylic acid {(S)-4-[2-fluoro-4-(2-oxo-2H-pyridin-1-yl)-phenylcarbamoyl]-2-methylamino-cyclopentyl}-amide). RXN SMILES: [F:1][C:2]1[CH:7]=[C:6]([N:8]2[CH:13]=[CH:12][CH:11]=[CH:10][C:9]2=[O:14])[CH:5]=[CH:4][C:3]=1[NH:15][C:16]([C@@H:18]1[CH2:22][C@H:21]([NH:23][C:24]([C:26]2[S:27][C:28]([Cl:31])=[CH:29][CH:30]=2)=[O:25])[C:20](=O)[CH2:19]1)=[O:17].[CH3:33][NH2:34]>C1COCC1>[F:1][C:2]1[CH:7]=[C:6]([N:8]2[CH:13]=[CH:12][CH:11]=[CH:10][C:9]2=[O:14])[CH:5]=[CH:4][C:3]=1[NH:15][C:16]([CH:18]1[CH2:22][C@H:21]([NH:23][C:24]([C:26]2[S:27][C:28]([Cl:31])=[CH:29][CH:30]=2)=[O:25])[CH:20]([NH:34][CH3:33])[CH2:19]1)=[O:17]. Reported procedure: In analogy to example 24B 5-chloro-thiophene-2-carboxylic acid {(1S,4R)-4-[2-fluoro-4-(2-oxo-2H-pyridin-1-yl)-phenylcarbamoyl]-2-oxo-cyclopentyl}-amide was reacted with methylamine (using a saturated solution in THF) to give 5-chloro-thiophene-2-carboxylic acid {(S)-4-[2-fluoro-4-(2-oxo-2H-pyridin-1-yl)-phenylcarbamoyl]-2-methylamino-cyclopentyl}-amide. Crystalline white solid. MS 489.3 ([M+H]+). Run in C1CCOC1 (THF).